describe an organic reaction: reactants, conditions, products, and yield From a dataset of the Open Reaction Database (ORD), a public repository of structured organic reaction records. The reactants are [H-].[Na+] (NaH), C(CC(=O)OC)(=O)OC (Dimethyl malonate), ClC=1C=C(C=NC1Cl)C(C)=O (1-(5,6-dichloropyridin-3-yl)ethanone). Solvent: CS(=O)C (DMSO). Conditions: time 40 minute. The product is C(C)(=O)C=1C=C(C(=NC1)C(C(=O)OC)C(=O)OC)Cl (Dimethyl (5-acetyl-3-chloropyridin-2-yl)malonate). Yield: 32.2%. RXN SMILES: [C:1]([O:8][CH3:9])(=[O:7])[CH2:2][C:3]([O:5][CH3:6])=[O:4].[H-].[Na+].[Cl:12][C:13]1[CH:14]=[C:15]([C:20](=[O:22])[CH3:21])[CH:16]=[N:17][C:18]=1Cl>CS(C)=O>[C:20]([C:15]1[CH:14]=[C:13]([Cl:12])[C:18]([CH:2]([C:1]([O:8][CH3:9])=[O:7])[C:3]([O:5][CH3:6])=[O:4])=[N:17][CH:16]=1)(=[O:22])[CH3:21] |f:1.2|. Procedure: Dimethyl malonate (4.69 g, 35.5 mmol) was dissolved in DMSO (24.0 ml). This solution was added 70% NaH (1.33 g, 33.2 mmol) at 0° C. The resulting mixture was warmed up to room temperature, then stirred at the same temperature for 40 min. To this solution was added 1-(5,6-dichloropyridin-3-yl)ethanone (Tetrahedron 1992, 48, 9233-9236, 4.50 g, 23.7 mmol) at room temperature, then the resulting mixture was stirred at 100° C. for 4 hours. The mixture was partitioned between Et2O and water. The organ... Starting materials: [N+](=O)([O-])[O-].[NH4+] (ammonium nitrate), COC1=C(C=C(C2=CC=CC=C12)OC)COC1CNCCC1C1=CC=C(C=C1)OCCOCCC1=CC=CC=C1 ((3RS,4RS)-3-(1,4-dimethoxy-naphthalen-2-ylmethoxy)-4-[4-(2-phenethyloxy-ethoxy)-phenyl]-piperidine). The solvent is O (water), C(C)#N (acetonitrile). Reaction conditions: time 15 minute. Product: C(CC1=CC=CC=C1)OCCOC1=CC=C(C=C1)C1C(CNCC1)OCC=1C(C2=CC=CC=C2C(C1)=O)=O ((3RS,4RS)-2-[4-[4-(2-phenethyloxy-ethoxy)-phenyl]-piperidin-3-yloxymethyl]-[1,4]naphthoquinone). The yield is 85.2%. Reaction SMILES: [N+]([O-])([O-])=O.[NH4+].C[O:7][C:8]1[C:17]2[C:12](=[CH:13][CH:14]=[CH:15][CH:16]=2)[C:11]([O:18]C)=[CH:10][C:9]=1[CH2:20][O:21][CH:22]1[CH:27]([C:28]2[CH:33]=[CH:32][C:31]([O:34][CH2:35][CH2:36][O:37][CH2:38][CH2:39][C:40]3[CH:45]=[CH:44][CH:43]=[CH:42][CH:41]=3)=[CH:30][CH:29]=2)[CH2:26][CH2:25][NH:24][CH2:23]1>O.C(#N)C>[CH2:38]([O:37][CH2:36][CH2:35][O:34][C:31]1[CH:30]=[CH:29][C:28]([CH:27]2[CH2:26][CH2:25][NH:24][CH2:23][CH:22]2[O:21][CH2:20][C:9]2[C:8](=[O:7])[C:17]3[C:12]([C:11](=[O:18])[CH:10]=2)=[CH:13][CH:14]=[CH:15][CH:16]=3)=[CH:33][CH:32]=1)[CH2:39][C:40]1[CH:45]=[CH:44][CH:43]=[CH:42][CH:41]=1 |f:0.1|. Reported procedure: A solution of 240 mg of Cer(IV) ammonium nitrate in 1 ml of water was added dropwise at room temperature to a solution of 118 mg of (3RS,4RS)-3-(1,4-dimethoxy-naphthalen-2-ylmethoxy)-4-[4-(2-phenethyloxy-ethoxy)-phenyl]-piperidine in 10 ml of acetonitrile. The reaction solution was stirred at room temperature for 15 minutes and subsequently evaporated under reduced pressure. The residue was partitioned between methylene chloride and water, the organic phase was dried and evaporated under reduced... The reactants are Cl, O=C(C1CCc2nc[nH]c2C1)N1CCc2ccccc21, [Na+], [OH-], O. Product: O=C(O)C1CCc2nc[nH]c2C1, Cl. As a reaction SMILES: [ClH:23].[N:1]1([C:10](=[O:11])[CH:12]2[CH2:13][c:14]3[c:15]([n:16][cH:17][nH:18]3)[CH2:19][CH2:20]2)[c:2]2[c:3]([cH:4][cH:5][cH:6][cH:7]2)[CH2:8][CH2:9]1.[Na+:22].[OH-:21].[OH2:24]>>[C:10]([OH:11])([CH:12]1[CH2:13][c:14]2[c:15]([n:16][cH:17][nH:18]2)[CH2:19][CH2:20]1)=[O:21].[ClH:23]. Starting materials: CC(=O)O, CCCc1nc(C(C)O)c(C(=O)OCOC(=O)C(C)(C)C)n1Cc1ccc(-c2ccccc2-c2nnnn2C(c2ccccc2)(c2ccccc2)c2ccccc2)cc1. Product: CCCc1nc(C(C)O)c(C(=O)OCOC(=O)C(C)(C)C)n1Cc1ccc(-c2ccccc2-c2nnn[nH]2)cc1. RXN SMILES: [CH3:60][C:61](=[O:62])[OH:63].[OH:1][CH:2]([CH3:3])[c:4]1[n:5][c:6]([CH2:57][CH2:58][CH3:59])[n:7]([CH2:20][c:21]2[cH:22][cH:23][c:24](-[c:27]3[c:28](-[c:33]4[n:34][n:35][n:36][n:37]4[C:38]([c:39]4[cH:40][cH:41][cH:42][cH:43][cH:44]4)([c:45]4[cH:46][cH:47][cH:48][cH:49][cH:50]4)[c:51]4[cH:52][cH:53][cH:54][cH:55][cH:56]4)[cH:29][cH:30][cH:31][cH:32]3)[cH:25][cH:26]2)[c:8]1[C:9](=[O:10])[O:11][CH2:12][O:13][C:14]([C:15]([CH3:16])([CH3:17])[CH3:18])=[O:19]>>[OH:1][CH:2]([CH3:3])[c:4]1[n:5][c:6]([CH2:57][CH2:58][CH3:59])[n:7]([CH2:20][c:21]2[cH:22][cH:23][c:24](-[c:27]3[c:28](-[c:33]4[n:34][n:35][n:36][nH:37]4)[cH:29][cH:30][cH:31][cH:32]3)[cH:25][cH:26]2)[c:8]1[C:9](=[O:10])[O:11][CH2:12][O:13][C:14]([C:15]([CH3:16])([CH3:17])[CH3:18])=[O:19]. Starting materials: COC(=O)CBr, CN(C)C=O, [H-], [Na+], C#CC(O)c1ccccc1. Yields the product C#CC(OCC(=O)OC)c1ccccc1. As a reaction SMILES: [Br:13][CH2:14][C:15](=[O:16])[O:17][CH3:18].[CH3:19][N:20]([CH3:21])[CH:22]=[O:23].[H-:2].[Na+:1].[c:3]1([CH:9]([C:10]#[CH:11])[OH:12])[cH:4][cH:5][cH:6][cH:7][cH:8]1>>[c:3]1([CH:9]([C:10]#[CH:11])[O:12][CH2:14][C:15](=[O:16])[O:17][CH3:18])[cH:4][cH:5][cH:6][cH:7][cH:8]1.